Dataset: the Open Reaction Database (ORD), a public repository of structured organic reaction records. Task: describe an organic reaction: reactants, conditions, products, and yield Starting materials: CCCc1nc2c(N)nc3ccccc3c2n1CCOCCCSC, ClC(Cl)Cl, O=C(OO)c1cccc(Cl)c1. The product is CCCc1nc2c(N)nc3ccccc3c2n1CCOCCCS(C)=O. As a reaction SMILES: [CH3:12][S:13][CH2:14][CH2:15][CH2:16][O:17][CH2:18][CH2:19][n:20]1[c:21]([CH2:34][CH2:35][CH3:36])[n:22][c:23]2[c:24]([NH2:33])[n:25][c:26]3[cH:27][cH:28][cH:29][cH:30][c:31]3[c:32]12.[CH:37]([Cl:38])([Cl:39])[Cl:40].[OH:1][O:2][C:3]([c:4]1[cH:5][c:6]([Cl:7])[cH:8][cH:9][cH:10]1)=[O:11]>>[O:1]=[S:13]([CH3:12])[CH2:14][CH2:15][CH2:16][O:17][CH2:18][CH2:19][n:20]1[c:21]([CH2:34][CH2:35][CH3:36])[n:22][c:23]2[c:24]([NH2:33])[n:25][c:26]3[cH:27][cH:28][cH:29][cH:30][c:31]3[c:32]12.